This data is from the Open Reaction Database (ORD), a public repository of structured organic reaction records. The task is: describe an organic reaction: reactants, conditions, products, and yield Reactants: ClC1=C(C=NC(=C1)Cl)N (4,6-dichloropyridin-3-ylamine), N1=CC=CC=C1 (pyridine), COC1=C(C=C(C(=O)Cl)C=C1C)C (4-methoxy-3,5-dimethylbenzoyl chloride). The solvent is ClCCl (dichloromethane), ClCCl (dichloromethane), ClCCl (dichloromethane). Reaction conditions: temperature 0 celsius, time 2 hour. The product is ClC1=C(C=NC(=C1)Cl)NC(C1=CC(=C(C(=C1)C)OC)C)=O (N-(4,6-Dichloropyridin-3-yl)-4-methoxy-3,5-dimethylbenzamide). As a reaction SMILES: [CH3:1][O:2][C:3]1[C:11]([CH3:12])=[CH:10][C:6]([C:7](Cl)=[O:8])=[CH:5][C:4]=1[CH3:13].[Cl:14][C:15]1[CH:20]=[C:19]([Cl:21])[N:18]=[CH:17][C:16]=1[NH2:22].N1C=CC=CC=1>ClCCl>[Cl:14][C:15]1[CH:20]=[C:19]([Cl:21])[N:18]=[CH:17][C:16]=1[NH:22][C:7](=[O:8])[C:6]1[CH:10]=[C:11]([CH3:12])[C:3]([O:2][CH3:1])=[C:4]([CH3:13])[CH:5]=1. Procedure details: With ice cooling, 1.20 g of 4-methoxy-3,5-dimethylbenzoyl chloride, dissolved in 1 ml of dry dichloromethane were initially added dropwise to a solution of 0.82 g of 4,6-dichloropyridin-3-ylamine in 8 ml of dry dichloromethane. A solution of 0.4 ml of absolute pyridine in 1 ml of dry dichloromethane was then added, and the reaction was stirred at 0° C. for 2 h, the product partially precipitating slowly. Approx. 10 ml of 10% strength aqueous sodium bisulfate solution were then added, and the mix...